The task is: describe an organic reaction: reactants, conditions, products, and yield. This data is from the Open Reaction Database (ORD), a public repository of structured organic reaction records. The reactants are C([O-])([O-])=O.[K+].[K+] (potassium carbonate), CC1=C(C=C(C=C1)NC(C1=CC(=C(C=C1)CBr)C(F)(F)F)=O)NC(C=CC=1C=NC=CC1)=O (N-(4-methyl-3-(3-(pyridin-3-yl)acrylamido)phenyl)-4-(bromomethyl)-3-(trifluoromethyl)benzamide), CN1CCNCC1 (4-methyl piperazine). The solvent is O1CCCC1 (tetrahydrofuran). Product: CC1=C(C=C(C=C1)NC(C1=CC(=C(C=C1)CN1CCN(CC1)C)C(F)(F)F)=O)NC(C=CC=1C=NC=CC1)=O (N-(4-methyl-3-(3-(pyridin-3-yl)acrylamido)phenyl)-4-((4-methylpiperazin-1-yl)methyl)-3-(trifluoromethyl)benzamide). Reaction SMILES: [CH3:1][C:2]1[CH:7]=[CH:6][C:5]([NH:8][C:9](=[O:22])[C:10]2[CH:15]=[CH:14][C:13]([CH2:16]Br)=[C:12]([C:18]([F:21])([F:20])[F:19])[CH:11]=2)=[CH:4][C:3]=1[NH:23][C:24](=[O:33])[CH:25]=[CH:26][C:27]1[CH:28]=[N:29][CH:30]=[CH:31][CH:32]=1.C(=O)([O-])[O-].[K+].[K+].[CH3:40][N:41]1[CH2:46][CH2:45][NH:44][CH2:43][CH2:42]1>O1CCCC1>[CH3:1][C:2]1[CH:7]=[CH:6][C:5]([NH:8][C:9](=[O:22])[C:10]2[CH:15]=[CH:14][C:13]([CH2:16][N:44]3[CH2:45][CH2:46][N:41]([CH3:40])[CH2:42][CH2:43]3)=[C:12]([C:18]([F:21])([F:20])[F:19])[CH:11]=2)=[CH:4][C:3]=1[NH:23][C:24](=[O:33])[CH:25]=[CH:26][C:27]1[CH:28]=[N:29][CH:30]=[CH:31][CH:32]=1 |f:1.2.3|. Procedure details: 0.4 g of N-(4-methyl-3-(3-(pyridin-3-yl)acrylamido)phenyl)-4-(bromomethyl)-3-(trifluoromethyl)benzamide was added into 20 ml anhydrous tetrahydrofuran, and then 1.0 g of potassium carbonate and 1.0 ml of 4-methyl piperazine. The reaction mixture was heated to reflux for 10 h. The completion of reaction was indicated by TLC. The reaction mixture was filtered, and the filtrate was evaporated to dry. 10 ml of water was added to dissolve the redundant 4-methylpiperazine and corresponding salts. The ...